describe an organic reaction: reactants, conditions, products, and yield From a dataset of the Open Reaction Database (ORD), a public repository of structured organic reaction records. Reactants: [OH-].[Na+] (NaOH), ClC1=CC2=C(OC3=C(C(C2)Cl)C=CC=C3)C=C1 (2,10-Dichloro-10,11-dihydro-dibenz[b,f]oxepin), Cl.Cl.CN1C2CNCC1CC2 (8-Methyl-3,8-diazabicyclo(3.2.1)octane dihydrochloride), C([O-])(O)=O.[Na+] (sodium bicarbonate). Run in CN(C=O)C (dimethylformamide), CCOCC (ether). Reaction conditions: temperature 100 celsius, time 1 hour. Product: C(\C=C/C(=O)O)(=O)O.ClC1=CC2=C(OC3=C(C(C2)N2CC4CCC(C2)N4C)C=CC=C3)C=C1 (3-(2-Chloro-10,11-dihydro-dibenzo[b,f]oxepin-10-yl)-8-methyl-3,8-diazabicyclo(3.2.1)octane monomaleate). RXN SMILES: [Cl:1][C:2]1[CH:17]=[CH:16][C:5]2[O:6][C:7]3[CH:15]=[CH:14][CH:13]=[CH:12][C:8]=3[CH:9](Cl)[CH2:10][C:4]=2[CH:3]=1.Cl.Cl.[CH3:20][N:21]1[CH:26]2[CH2:27][CH2:28][CH:22]1[CH2:23][NH:24][CH2:25]2.[C:29](=[O:32])([OH:31])[O-].[Na+].[OH-:34].[Na+]>CCOCC.CN(C)C=O>[C:5]([OH:34])(=[O:6])/[CH:4]=[CH:10]\[C:29]([OH:31])=[O:32].[Cl:1][C:2]1[CH:17]=[CH:16][C:5]2[O:6][C:7]3[CH:15]=[CH:14][CH:13]=[CH:12][C:8]=3[CH:9]([N:24]3[CH2:25][CH:26]4[N:21]([CH3:20])[CH:22]([CH2:28][CH2:27]4)[CH2:23]3)[CH2:10][C:4]=2[CH:3]=1 |f:1.2.3,4.5,6.7,10.11|. Procedure: A mixture of 2,10-Dichloro-10,11-dihydro-dibenz[b,f]oxepin (3.2 g), 8-Methyl-3,8-diazabicyclo(3.2.1)octane dihydrochloride (1.6 g), sodium bicarbonate (10 g), and dimethylformamide (40 mL) was stirred at 100° C. for 1 h. After cooling, the reaction mixture was poured onto water, made basic with NaOH and the products are extracted with ether. The ether layer was extracted with 3N HCl, the aqueous layer is basified and the basic product was reextracted with ether. After drying over magnesium sulfa... Solvent: Cl (hydrochloric acid). Procedure details: A portion (1.25 g. 2.73 mmol) of the 1-(2-bromo-4-nitrophenoxy)-2-[N-(3,4-dimethoxyphenethyl)-N-methylamino]ethane produced in (3) above was slowly added to cooled conc. hydrochloric acid (50 ml), followed by adding of tin(II) chloride (2.1 g), stirring at 50° C. for 1 h and subsequent cooling. The reaction mixture was added to ice water and neutralized with an aqueous solution of potassium carbonate, followed by extraction with chloroform and drying with magnesium sulfate; subsequent concentrat... As a reaction SMILES: [Br:1][C:2]1[CH:24]=[C:23]([N+:25]([O-])=O)[CH:22]=[CH:21][C:3]=1[O:4][CH2:5][CH2:6][N:7]([CH2:9][CH2:10][C:11]1[CH:16]=[CH:15][C:14]([O:17][CH3:18])=[C:13]([O:19][CH3:20])[CH:12]=1)[CH3:8].[Sn](Cl)Cl.C(=O)([O-])[O-].[K+].[K+]>Cl>[Br:1][C:2]1[CH:24]=[C:23]([NH2:25])[CH:22]=[CH:21][C:3]=1[O:4][CH2:5][CH2:6][N:7]([CH2:9][CH2:10][C:11]1[CH:16]=[CH:15][C:14]([O:17][CH3:18])=[C:13]([O:19][CH3:20])[CH:12]=1)[CH3:8] |f:2.3.4|. Run at temperature 50 celsius, time 1 hour. The product is BrC1=C(OCCN(C)CCC2=CC(=C(C=C2)OC)OC)C=CC(=C1)N (1-(2-bromo-4-aminophenoxy)-2-[N-(3,4-dimethoxyphenethyl)-N-methylamino]ethane). Starting materials: ice water, BrC1=C(OCCN(C)CCC2=CC(=C(C=C2)OC)OC)C=CC(=C1)[N+](=O)[O-] (1-(2-bromo-4-nitrophenoxy)-2-[N-(3,4-dimethoxyphenethyl)-N-methylamino]ethane), ( 3 ), C([O-])([O-])=O.[K+].[K+] (potassium carbonate), [Sn](Cl)Cl (tin(II) chloride). The yield is 89.5%. The reactants are FC(C(=O)O)(F)F.FC(C(=O)O)(F)F.FC(C(=O)O)(F)F.ClC=1C=NC=2NC=3C=NC=C(CCC4=C(C=CC(NC1N2)=C4)NC(CC4CCNCC4)=O)C3 (N-[6-chloro-2,4,8,18,22-pentaazatetracyclo[14.3.1.1(3,7).1(9,13)]docosa-1(20),3(22),4,6,9(21),10,12,16,18-nonaen-12-yl]-2-piperidin-4-ylacetamide tris(trifluoroacetate)), N=1NN=C(C1)C(=O)O (2H-1,2,3-triazole-4-carboxylic acid). Product: FC(C(=O)O)(F)F.FC(C(=O)O)(F)F.ClC=1C=NC=2NC=3C=NC=C(CCC4=C(C=CC(NC1N2)=C4)NC(CC4CCN(CC4)C(=O)C=4N=NNC4)=O)C3 (N-[6-Chloro-2,4,8,18,22-pentaazatetracyclo[14.3.1.1(3,7).1(9,13)]docosa-1(20),3(22),4,6,9(21),10,12,16,18-nonaen-12-yl]-2-[1-(1H-1,2,3-triazol-4-ylcarbonyl)piperidin-4-yl]acetamide bis(trifluoroacetate)). Yield: 48.0%. Reaction SMILES: [F:1][C:2]([F:7])([F:6])[C:3]([OH:5])=[O:4].[F:8][C:9]([F:14])([F:13])[C:10]([OH:12])=[O:11].FC(F)(F)C(O)=O.[Cl:22][C:23]1[CH:24]=[N:25][C:26]2[NH:27][C:28]3[CH:29]=[N:30][CH:31]=[C:32]([CH:54]=3)[CH2:33][CH2:34][C:35]3[CH:43]=[C:39]([NH:40][C:41]=1[N:42]=2)[CH:38]=[CH:37][C:36]=3[NH:44][C:45](=[O:53])[CH2:46][CH:47]1[CH2:52][CH2:51][NH:50][CH2:49][CH2:48]1.[N:55]1[NH:56][N:57]=[C:58]([C:60](O)=[O:61])[CH:59]=1>>[F:1][C:2]([F:7])([F:6])[C:3]([OH:5])=[O:4].[F:8][C:9]([F:14])([F:13])[C:10]([OH:12])=[O:11].[Cl:22][C:23]1[CH:24]=[N:25][C:26]2[NH:27][C:28]3[CH:29]=[N:30][CH:31]=[C:32]([CH:54]=3)[CH2:33][CH2:34][C:35]3[CH:43]=[C:39]([NH:40][C:41]=1[N:42]=2)[CH:38]=[CH:37][C:36]=3[NH:44][C:45](=[O:53])[CH2:46][CH:47]1[CH2:52][CH2:51][N:50]([C:60]([C:58]2[N:57]=[N:56][NH:55][CH:59]=2)=[O:61])[CH2:49][CH2:48]1 |f:0.1.2.3,5.6.7|. Procedure details: The desired compound was prepared according to the procedure of Example A27 using N-[6-chloro-2,4,8,18,22-pentaazatetracyclo[14.3.1.1(3,7).1(9,13)]docosa-1(20),3(22),4,6,9(21),10,12,16,18-nonaen-12-yl]-2-piperidin-4-ylacetamide tris(trifluoroacetate) and 2H-1,2,3-triazole-4-carboxylic acid as starting materials in 48% yield. 1H NMR (300 MHz, DMSO-d6): δ 10.12 (s, 1H), 9.41 (m, 2H), 9.15 (s, 1H), 8.32 (m, 2H), 8.21 (m, 2H), 7.65 (s, 1H), 7.30 (d, 1H), 7.05 (d, 1H), 4.52 (m, 2H), 3.19 (m, 2H), 2.9...